This data is from the Open Reaction Database (ORD), a public repository of structured organic reaction records. The task is: describe an organic reaction: reactants, conditions, products, and yield The product is COc1ccc(C(C#N)C(=O)C(F)(F)F)cc1OC. As a reaction SMILES: [CH3:1][O:2][c:3]1[cH:4][c:5]([CH2:11][C:12]#[N:13])[cH:6][cH:7][c:8]1[O:9][CH3:10].[CH3:24][CH2:25][O-:26].[CH3:27][CH2:28][OH:29].[F:14][C:15]([C:16](=[O:17])[O:18][CH2:19][CH3:20])([F:21])[F:22].[Na+:23]>>[CH3:1][O:2][c:3]1[cH:4][c:5]([CH:11]([C:12]#[N:13])[C:16]([C:15]([F:14])([F:21])[F:22])=[O:17])[cH:6][cH:7][c:8]1[O:9][CH3:10]. Reactants: COc1ccc(CC#N)cc1OC, CC[O-], CCO, CCOC(=O)C(F)(F)F, [Na+]. Starting materials: COc1ccc(-c2nc(N)sc2C)cc1, CC#N, S=C(n1ccnc1)n1ccnc1. Product: COc1ccc(-c2nc(NC(=S)n3ccnc3)sc2C)cc1. As a reaction SMILES: [CH3:1][O:2][c:3]1[cH:4][cH:5][c:6](-[c:9]2[n:10][c:11]([NH2:15])[s:12][c:13]2[CH3:14])[cH:7][cH:8]1.[CH3:28][C:29]#[N:30].[n:16]1([C:21](=[S:22])[n:23]2[cH:24][cH:25][n:26][cH:27]2)[cH:17][n:18][cH:19][cH:20]1>>[CH3:1][O:2][c:3]1[cH:4][cH:5][c:6](-[c:9]2[n:10][c:11]([NH:15][C:21]([n:16]3[cH:17][n:18][cH:19][cH:20]3)=[S:22])[s:12][c:13]2[CH3:14])[cH:7][cH:8]1. Starting materials: CO (MeOH), C(C)(C)C=1C=CC2=C(C(=C(S2)S(=O)(=O)NC=2C=C(C=CC2)C=2N=NN(N2)CC(=O)O)C)C1 ([5-(3-{[(5-isopropyl-3-methyl-1-benzothien-2-yl)sulfonyl]-amino}phenyl)-2H-tetrazol-2-yl]acetic acid), C(=O)(N1C=NC=C1)N1C=NC=C1 (1,1′-carbonyldiimidazole), N1=CC=CC=C1 (pyridine), C(=O)(C(F)(F)F)O (TFA). Solvent: CC#N (MeCN), CS(=O)C.CO.O (DMSO MeOH water). Reaction conditions: time 25 minute. Yields the product CC1=C(SC2=C1C=C(C=C2)C(C)C)S(=O)(=O)NC=2C=C(C=CC2)C=2N=NN(N2)CC(=O)OC (Methyl {5-[3-({[3-methyl-5-(1-methylethyl)-1-benzothiophen-2-yl]sulfonyl}amino)phenyl]-2H-tetrazol-2-yl}acetate). Yield: 72.0%. As a reaction SMILES: [CH:1]([C:4]1[CH:5]=[CH:6][C:7]2[S:11][C:10]([S:12]([NH:15][C:16]3[CH:17]=[C:18]([C:22]4[N:23]=[N:24][N:25]([CH2:27][C:28]([OH:30])=[O:29])[N:26]=4)[CH:19]=[CH:20][CH:21]=3)(=[O:14])=[O:13])=[C:9]([CH3:31])[C:8]=2[CH:32]=1)([CH3:3])[CH3:2].[C:33](N1C=CN=C1)(N1C=CN=C1)=O.N1C=CC=CC=1.CO.C(O)(C(F)(F)F)=O>CC#N.CS(C)=O.CO.O>[CH3:31][C:9]1[C:8]2[CH:32]=[C:4]([CH:1]([CH3:3])[CH3:2])[CH:5]=[CH:6][C:7]=2[S:11][C:10]=1[S:12]([NH:15][C:16]1[CH:17]=[C:18]([C:22]2[N:23]=[N:24][N:25]([CH2:27][C:28]([O:30][CH3:33])=[O:29])[N:26]=2)[CH:19]=[CH:20][CH:21]=1)(=[O:13])=[O:14] |f:6.7.8|. Procedure details: A reaction mixture containing [5-(3-{[(5-isopropyl-3-methyl-1-benzothien-2-yl)sulfonyl]-amino}phenyl)-2H-tetrazol-2-yl]acetic acid (5.7 mg, 0.012 mmol) (Example 12), 1,1′-carbonyldiimidazole (4.0 mg, 0.025 mmol) and pyridine (5.0 μL, 0.062 mmol) in MeCN (0.60 mL) was stirred at room temperature for 25 min. MeOH (50 μL, 1.23 mmol) was added. The reaction mixture was stirred at room temperature over night, and then diluted with DMSO/MeOH/water. TFA was added and the crude product was purified by r... Starting materials: Cl (hydrochloric acid), C1(CCCC1)ON=C(C(=O)NC1[C@@H]2N(C(=C(CS2)CSC=2SC=NN2)C(=O)O)C1=O)C=1N=C(SC1)NC=O (7-[2-cyclopentyloxyimino-2-(2-formamidothiazol-4-yl)acetamido]-3-(1,3,4-thiadiazol-2-yl)thiomethyl-3-cephem-4-carboxylic acid). The solvent is CO (methanol). Conditions: time 2 hour. The product is Cl.C1(CCCC1)ON=C(C(=O)NC1[C@@H]2N(C(=C(CS2)CSC=2SC=NN2)C(=O)O)C1=O)C=1N=C(SC1)N (7-[2-cyclopentyloxyimino-2-(2-aminothiazol-4-yl)acetamido]-3-(1,3,4-thiadiazol-2-yl)thiomethyl-3-cephem-4-carboxylic acid hydrochloride). Isolated yield 105.9%. As a reaction SMILES: [ClH:1].[CH:2]1([O:7][N:8]=[C:9]([C:32]2[N:33]=[C:34]([NH:37]C=O)[S:35][CH:36]=2)[C:10]([NH:12][CH:13]2[C:30](=[O:31])[N:15]3[C:16]([C:27]([OH:29])=[O:28])=[C:17]([CH2:20][S:21][C:22]4[S:23][CH:24]=[N:25][N:26]=4)[CH2:18][S:19][C@H:14]23)=[O:11])[CH2:6][CH2:5][CH2:4][CH2:3]1>CO>[ClH:1].[CH:2]1([O:7][N:8]=[C:9]([C:32]2[N:33]=[C:34]([NH2:37])[S:35][CH:36]=2)[C:10]([NH:12][CH:13]2[C:30](=[O:31])[N:15]3[C:16]([C:27]([OH:29])=[O:28])=[C:17]([CH2:20][S:21][C:22]4[S:23][CH:24]=[N:25][N:26]=4)[CH2:18][S:19][C@H:14]23)=[O:11])[CH2:6][CH2:5][CH2:4][CH2:3]1 |f:3.4|. Procedure: Conc. hydrochloric acid (1.8 g) was added to a solution of 7-[2-cyclopentyloxyimino-2-(2-formamidothiazol-4-yl)acetamido]-3-(1,3,4-thiadiazol-2-yl)thiomethyl-3-cephem-4-carboxylic acid (syn isomer) (2.7 g) in methanol (27 ml) and the mixture was stirred for 2 hours at ambient temperature. An insoluble material was filtered off and the filtrate was concentrated to dryness under reduced pressure and the residue was triturated with diethyl ether and dried to give 7-[2-cyclopentyloxyimino-2-(2-amino... The reactants are ClC=1C=C(C=NC1Cl)CNC(C)=O (N-(5,6-Dichloro-pyridin-3-ylmethyl)-acetamide), C[C@H]1NCCNC1 ((R)-(−)-2-methyl-piperazine). The product is ClC=1C=C(C=NC1N1C[C@H](NCC1)C)CNC(C)=O (N-{5-Chloro-6-[(3R)-3-methyl-piperazin-1-yl]-pyridin-3-ylmethyl}-acetamide). As a reaction SMILES: [Cl:1][C:2]1[CH:3]=[C:4]([CH2:9][NH:10][C:11](=[O:13])[CH3:12])[CH:5]=[N:6][C:7]=1Cl.[CH3:14][C@@H:15]1[CH2:20][NH:19][CH2:18][CH2:17][NH:16]1>>[Cl:1][C:2]1[CH:3]=[C:4]([CH2:9][NH:10][C:11](=[O:13])[CH3:12])[CH:5]=[N:6][C:7]=1[N:19]1[CH2:18][CH2:17][NH:16][C@H:15]([CH3:14])[CH2:20]1. Procedure details: A mixture of N-(5,6-dichloro-pyridin-3-ylmethyl)-acetamide from step (d) above (250 mg, 1.14 mmol) and (R)-(−)-2-methyl-piperazine (126 mg, 1.26 mmol, Aldrich) reacted under the conditions of Example 3a to give the title compound. MS (ESI, pos. ion) m/z: 283 (M+1). The reactants are CS(=O)(=O)Cl (methanesulfonylchloride), CS(=O)(=O)Cl (methanesulfonylchloride), CN(CCN)C (N,N-dimethylethylenediamine), C(C)(C)N(CC)C(C)C (diisopropylethylamine). The solvent is O1CCCC1 (tetrahydrofuran). Conditions: time 1.5 hour. Product: CN(CCNS(=O)(=O)C)C (N-(2-Dimethylaminoethyl)methanesulfonamide). As a reaction SMILES: [CH3:1][S:2](Cl)(=[O:4])=[O:3].[CH3:6][N:7]([CH3:11])[CH2:8][CH2:9][NH2:10].C(N(C(C)C)CC)(C)C>O1CCCC1>[CH3:6][N:7]([CH3:11])[CH2:8][CH2:9][NH:10][S:2]([CH3:1])(=[O:4])=[O:3]. Procedure: Methanesulfonyl chloride (Compound 19, 2.6 ml, 34.0 mmol) was added to a mixture of N,N-dimethylethylenediamine (3.7 ml, 34.0 mmol) and diisopropylethylamine (5.93 ml, 34.0 mmol) in tetrahydrofuran (30 ml) at 0° C. After 1.5 hours stirring at 0°, the mixture was quenched with water and extracted thoroughly with ethyl acetate. Evaporation of the dried (magnesium sulfate) extract gave an oil, which was purified by flash chromatography on silica using 20% methanol/chloroform to give the title sulfo...